Dataset: the Open Reaction Database (ORD), a public repository of structured organic reaction records. Task: describe an organic reaction: reactants, conditions, products, and yield Reactants: ClCCl, CCOC(=O)NCCOc1ccc(OCC=C(C)C)cc1, O=C(OO)c1cccc(Cl)c1, O. Yields the product CCOC(=O)NCCOc1ccc(OCC2OC2(C)C)cc1. Reaction SMILES: [CH2:34]([Cl:35])[Cl:36].[CH3:1][C:2](=[CH:3][CH2:4][O:5][c:6]1[cH:7][cH:8][c:9]([O:10][CH2:11][CH2:12][NH:13][C:14]([O:15][CH2:16][CH3:17])=[O:18])[cH:19][cH:20]1)[CH3:21].[Cl:22][c:23]1[cH:24][cH:25][cH:26][c:27]([C:28]([O:29][OH:31])=[O:30])[cH:32]1.[OH2:33]>>[CH3:1][C:2]1([CH3:21])[CH:3]([CH2:4][O:5][c:6]2[cH:7][cH:8][c:9]([O:10][CH2:11][CH2:12][NH:13][C:14]([O:15][CH2:16][CH3:17])=[O:18])[cH:19][cH:20]2)[O:30]1. Reactants: ClC=1C=NC=C(C1SC1=C(C=C(S1)C(=O)O)[N+](=O)[O-])Cl (5-[(3,5-dichloro-4-pyridyl)sulfanyl]-4-nitro-thiophene-2-carboxylic acid), NC1=CC=CC=C1 (aniline). The product is ClC=1C=NC=C(C1SC1=C(C=C(S1)C(=O)NC1=CC=CC=C1)[N+](=O)[O-])Cl (5-((3,5-dichloropyridin-4-yl)thio)-4-nitro-N-phenylthiophene-2-carboxamide), solid. Isolated yield 11.0%. As a reaction SMILES: [Cl:1][C:2]1[CH:3]=[N:4][CH:5]=[C:6]([Cl:20])[C:7]=1[S:8][C:9]1[S:13][C:12]([C:14]([OH:16])=O)=[CH:11][C:10]=1[N+:17]([O-:19])=[O:18].[NH2:21][C:22]1[CH:27]=[CH:26][CH:25]=[CH:24][CH:23]=1>>[Cl:20][C:6]1[CH:5]=[N:4][CH:3]=[C:2]([Cl:1])[C:7]=1[S:8][C:9]1[S:13][C:12]([C:14]([NH:21][C:22]2[CH:27]=[CH:26][CH:25]=[CH:24][CH:23]=2)=[O:16])=[CH:11][C:10]=1[N+:17]([O-:19])=[O:18]. Procedure details: Prepared according to the procedure described for example 44 from 5-[(3,5-dichloro-4-pyridyl)sulfanyl]-4-nitro-thiophene-2-carboxylic acid (35 mg, 0.1 mmol) and aniline (11.0 mg, 0.12 mmol). The title compound was obtained as a yellow solid (5.0 mg, 11% yield). MS m/z: 425.96, 427.95 [M+H]+. The reactants are C1CCOC1, CCN(C(C)C)C(C)C, O=C(Cl)CCl, NCCc1ccc(F)cc1. Product: O=C(CCl)NCCc1ccc(F)cc1. As a reaction SMILES: [CH2:25]1[O:26][CH2:27][CH2:28][CH2:29]1.[CH:11]([N:12]([CH2:13][CH3:14])[CH:15]([CH3:16])[CH3:17])([CH3:18])[CH3:19].[Cl:20][CH2:21][C:22](=[O:23])[Cl:24].[F:1][c:2]1[cH:3][cH:4][c:5]([CH2:8][CH2:9][NH2:10])[cH:6][cH:7]1>>[F:1][c:2]1[cH:3][cH:4][c:5]([CH2:8][CH2:9][NH:10][C:22]([CH2:21][Cl:20])=[O:23])[cH:6][cH:7]1. Reactants: FC(C(=O)O)F.FC(C(=O)NNC1=NC=CN=C1)F (2,2-difluoro-N′-pyrazin-2-yl-acetohydrazide difluoroacetate), N (ammonia). Run in polyphosphoric acid, ice water. Conditions: temperature 140 celsius, time 7 hour. The product is FC(C1=NN=C2N1C=CN=C2)F (3-(difluoromethyl)-[1,2,4]triazolo[4,3-a]pyrazine). Yield: 27.0%. RXN SMILES: FC(F)C(O)=O.[F:7][CH:8]([F:19])[C:9]([NH:11][NH:12][C:13]1[CH:18]=[N:17][CH:16]=[CH:15][N:14]=1)=O.N>>[F:7][CH:8]([F:19])[C:9]1[N:14]2[CH:15]=[CH:16][N:17]=[CH:18][C:13]2=[N:12][N:11]=1 |f:0.1|. Procedure details: 2,2-Difluoro-N′-pyrazin-2-yl-acetohydrazide difluoroacetate 23b (2 g, 0.01 mol) was dissolved in 10 mL of polyphosphoric acid. After stirring at 140° C. for 7 hours, the reaction mixture was cooled to 50° C. and stirred for another 12 hours. The reaction mixture was poured into 50 mL of ice-water while hot, 30% aqueous ammonia was added dropwise until the pH of the reaction mixture was between 7 and 8, and the solution was extracted with ethyl acetate (30 mL×3). The organic phase was combined, d... Starting materials: C(CCC)N1C=NC=C1 (N-n-butylimidazole), C1(=CC=CC=C1)C(=O)C1=CC=C(C=C1)F (4-fluorophenyl phenyl ketone). Yields the product C(CCC)N1C(=NC=C1)C(O)(C1=CC=C(C=C1)F)C1=CC=CC=C1 ((1-Butyl-1H-imidazol-2-yl)phenyl-4-fluorophenylcarbinol). RXN SMILES: [CH2:1]([N:5]1[CH:9]=[CH:8][N:7]=[CH:6]1)[CH2:2][CH2:3][CH3:4].[C:10]1([C:16]([C:18]2[CH:23]=[CH:22][C:21]([F:24])=[CH:20][CH:19]=2)=[O:17])[CH:15]=[CH:14][CH:13]=[CH:12][CH:11]=1>>[CH2:1]([N:5]1[CH:9]=[CH:8][N:7]=[C:6]1[C:16]([C:10]1[CH:11]=[CH:12][CH:13]=[CH:14][CH:15]=1)([C:18]1[CH:23]=[CH:22][C:21]([F:24])=[CH:20][CH:19]=1)[OH:17])[CH2:2][CH2:3][CH3:4]. Procedure details: Procedure as described in 1), only using N-n-butylimidazole and 4-fluorophenyl phenyl ketone. Reactants: CO, [H][H], CC1(C)CN(Cc2ccccc2)CCC1N, [OH-], [OH-], [Pd+2]. The product is CC1(C)CNCCC1N. RXN SMILES: [CH3:17][OH:18].[H:19][H:20].[NH2:1][CH:2]1[C:3]([CH3:15])([CH3:16])[CH2:4][N:5]([CH2:8][c:9]2[cH:10][cH:11][cH:12][cH:13][cH:14]2)[CH2:6][CH2:7]1.[OH-:21].[OH-:22].[Pd+2:23]>>[NH2:1][CH:2]1[C:3]([CH3:15])([CH3:16])[CH2:4][NH:5][CH2:6][CH2:7]1.